The task is: describe an organic reaction: reactants, conditions, products, and yield. This data is from the Open Reaction Database (ORD), a public repository of structured organic reaction records. As a reaction SMILES: Br[C:2]1[CH:3]=[CH:4][C:5]([NH:9][CH2:10][C:11]2[CH:12]=[N:13][C:14]([C:17]([F:20])([F:19])[F:18])=[CH:15][CH:16]=2)=[N:6][C:7]=1[Cl:8].C([Mg]Cl)(C)C.C([Li])(C)(C)C.CN(C)[CH:33]=[O:34]>O1CCCC1.O>[Cl:8][C:7]1[C:2]([CH:33]=[O:34])=[CH:3][CH:4]=[C:5]([NH:9][CH2:10][C:11]2[CH:12]=[N:13][C:14]([C:17]([F:20])([F:19])[F:18])=[CH:15][CH:16]=2)[N:6]=1. Reactants: BrC=1C=CC(=NC1Cl)NCC=1C=NC(=CC1)C(F)(F)F ((5-bromo-6-chloro-pyridin-2-yl)-(6-trifluoromethyl-pyridin-3-ylmethyl)-amine), C(C)(C)[Mg]Cl (isopropylmagnesium chloride), CN(C=O)C (N,N-dimethylformamide), C(C)(C)(C)[Li] (tert-butyllithium). Run in O1CCCC1 (tetrahydrofuran), O (water). Procedure: To (5-bromo-6-chloro-pyridin-2-yl)-(6-trifluoromethyl-pyridin-3-ylmethyl)-amine (568, 4.60 g, 0.0125 mol) in tetrahydrofuran (60.0 mL) under an atmosphere of nitrogen at −78° C., isopropylmagnesium chloride (2.00M in tetrahydrofuran, 6.44 mL) was added over minutes. The reaction was stirred at −78° C. for 20 minutes, and then allowed to warm to room temperature for 10 minutes. The reaction was cooled to −78° C., followed by adding tert-butyllithium (1.70M in hexane, 15.3 mL) over 10 minutes. Aft... Product: ClC1=NC(=CC=C1C=O)NCC=1C=NC(=CC1)C(F)(F)F (2-chloro-6-[(6-trifluoromethyl-pyridine-3-ylmethyl)-amino]-pyridine-3-carbaldehyde). Run at temperature -78 celsius, time 20 minute. The reactants are C1(CCCC1)N1[C@@H](C(N(C=2C=NC(=NC12)NC=1C=CC(=C2CCOC21)C(=O)O)C)=O)CC (7-[[(7R)-8-cyclopentyl-7-ethyl-5-methyl-6-oxo-7H-pteridin-2-yl]amino]-2,3-dihydrobenzofuran-4-carboxylic acid), F[B-](F)(F)F.N1(N=NC2=C1C=CC=C2)OC(=[N+](C)C)N(C)C (O-(benzotriazol-1-yl)-N,N,N′,N′-tetra methyluronium tetrafluoroborate), crude compound, C1(CC1)CN1CCN(CC1)C[C@H](CN)OC ((2S)-3-[4-(cyclopropylmethyl)piperazin-1-yl]-2-methoxy-propan-1-amine), C(C)(C)N(CC)C(C)C (diisopropylethylamine), C([O-])([O-])=O.[Na+].[Na+] (sodium carbonate). Procedure details: 7-[[(7R)-8-Cyclopentyl-7-ethyl-5-methyl-6-oxo-7H-pteridin-2-yl]amino]-2,3-dihydrobenzofuran-4-carboxylic acid 1q (115 mg, 0.26 mmol) and O-(benzotriazol-1-yl)-N,N,N′,N′-tetra methyluronium tetrafluoroborate (85 mg, 0.26 mmol) were dissolved in 30 mL of anhydrous dichloromethane followed by the addition of diisopropylethylamine (0.1 mL, 0.58 mmol) and the crude compound (2S)-3-[4-(cyclopropylmethyl)piperazin-1-yl]-2-methoxy-propan-1-amine 35d (60 mg, 0.26 mmol) successively. The reaction solution... Run in ClCCl (dichloromethane). As a reaction SMILES: [CH:1]1([N:6]2[C:15]3[N:14]=[C:13]([NH:16][C:17]4[CH:18]=[CH:19][C:20]([C:26]([OH:28])=O)=[C:21]5[C:25]=4[O:24][CH2:23][CH2:22]5)[N:12]=[CH:11][C:10]=3[N:9]([CH3:29])[C:8](=[O:30])[C@H:7]2[CH2:31][CH3:32])[CH2:5][CH2:4][CH2:3][CH2:2]1.F[B-](F)(F)F.N1(OC(N(C)C)=[N+](C)C)C2C=CC=CC=2N=N1.C(N(C(C)C)CC)(C)C.[CH:64]1([CH2:67][N:68]2[CH2:73][CH2:72][N:71]([CH2:74][C@@H:75]([O:78][CH3:79])[CH2:76][NH2:77])[CH2:70][CH2:69]2)[CH2:66][CH2:65]1.C(=O)([O-])[O-].[Na+].[Na+]>ClCCl>[CH:1]1([N:6]2[C:15]3[N:14]=[C:13]([NH:16][C:17]4[CH:18]=[CH:19][C:20]([C:26]([NH:77][CH2:76][C@H:75]([O:78][CH3:79])[CH2:74][N:71]5[CH2:70][CH2:69][N:68]([CH2:67][CH:64]6[CH2:65][CH2:66]6)[CH2:73][CH2:72]5)=[O:28])=[C:21]5[C:25]=4[O:24][CH2:23][CH2:22]5)[N:12]=[CH:11][C:10]=3[N:9]([CH3:29])[C:8](=[O:30])[C@H:7]2[CH2:31][CH3:32])[CH2:5][CH2:4][CH2:3][CH2:2]1 |f:1.2,5.6.7|. Run at time 2 hour. The product is C1(CCCC1)N1[C@@H](C(N(C=2C=NC(=NC12)NC=1C=CC(=C2CCOC21)C(=O)NC[C@@H](CN2CCN(CC2)CC2CC2)OC)C)=O)CC (7-[[(7R)-8-cyclopentyl-7-ethyl-5-methyl-6-oxo-7H-pteridin-2-yl]amino]-N-[(2S)-3-[4-(cyclopropylmethyl)piperazin-1-yl]-2-methoxy-propyl]-2,3-dihydrobenzofuran-4-carboxamide). Yield: 47.6%. The reactants are C(C)(C)(C)OC(=O)N1C(CC(C1)C#N)C=1NC(=CN1)C1=CC=C(C=C1)Br (2-[5-(4-Bromo-phenyl)-1H-imidazol-2-yl]-4-cyano-pyrrolidine-1-carboxylic acid tert-butyl ester), C(C)(C)(C)OC(=O)N1C(CCC1)C=1NC(=CN1)C1=CC2=CC=C(C=C2C=C1)B1OC(C(O1)(C)C)(C)C (2-{5-[6-(4,4,5,5-Tetramethyl-[1,3,2]dioxaborolan-2-yl)-naphthalen-2-yl]-1H-imidazol-2-yl]-pyrrolidine-1-carboxylic acid tert-butyl ester), C(C)(=O)[O-].[K+] (potassium acetate). The reagents and catalysts are C=1C=CC(=CC1)[P](C=2C=CC=CC2)(C=3C=CC=CC3)[Pd]([P](C=4C=CC=CC4)(C=5C=CC=CC5)C=6C=CC=CC6)([P](C=7C=CC=CC7)(C=8C=CC=CC8)C=9C=CC=CC9)[P](C=1C=CC=CC1)(C=1C=CC=CC1)C=1C=CC=CC1 (tetrakis(triphenylphosphine)palladium). Run in COCCOC (1,2-dimethoxyethane), O (water), C(C)(=O)OCC (ethyl acetate). Reaction conditions: temperature 90 celsius. Product: C(C)(C)(C)OC(=O)N1CCC(C1)C#N (4-cyano-pyrrolidine-1-carboxylic acid tert-butyl ester). Yield: 119.9%. As a reaction SMILES: [C:1]([O:5][C:6]([N:8]1[CH2:12][CH:11]([C:13]#[N:14])[CH2:10][CH:9]1C1NC(C2C=CC(Br)=CC=2)=CN=1)=[O:7])([CH3:4])([CH3:3])[CH3:2].C(OC(N1CCCC1C1NC(C2C=CC3C(=CC=C(B4OC(C)(C)C(C)(C)O4)C=3)C=2)=CN=1)=O)(C)(C)C.C([O-])(=O)C.[K+]>COCCOC.O.C(OCC)(=O)C.C1C=CC([P]([Pd]([P](C2C=CC=CC=2)(C2C=CC=CC=2)C2C=CC=CC=2)([P](C2C=CC=CC=2)(C2C=CC=CC=2)C2C=CC=CC=2)[P](C2C=CC=CC=2)(C2C=CC=CC=2)C2C=CC=CC=2)(C2C=CC=CC=2)C2C=CC=CC=2)=CC=1>[C:1]([O:5][C:6]([N:8]1[CH2:12][CH:11]([C:13]#[N:14])[CH2:10][CH2:9]1)=[O:7])([CH3:4])([CH3:2])[CH3:3] |f:2.3,^1:84,86,105,124|. Procedure: LiOH.H2O (167 mg, 3.98 mmol) was added to 4-cyano-pyrrolidine-1,2-dicarboxylic acid 1-tert-butyl ester 2-methyl ester (674 mg, 2.65 mmol) in methanol (5 mL) solution. The reaction was stirred at room temperature overnight. The reaction mixture was concentrated down. The crude is used in next step reaction. 2-Amino-1-(4-bromo-phenyl)-ethanone HCl salt (664 mg, 2.65 mmol) was dissolved in DMF (10 mL) and to this solution was added 4-Cyano-pyrrolidine-1,2-dicarboxylic acid 1-tert-butyl ester crude ... Starting materials: C(CCC)C/1=CN(S\C1=N/C(=O)[C@]1(C([C@H](CC1)C(=O)O)(C)C)C)C(C)(C)C ((1S,3R)-3-({[(5Z)-4-butyl-2-tert-butylisothiazol-5(2H)-ylidene]amino}carbonyl)-2,2,3-trimethylcyclopentanecarboxylic acid), C(C)(C)N (isopropylamine). Product: C(CCC)C/1=CN(S\C1=N/C(=O)[C@]1(C([C@H](CC1)C(=O)NC(C)C)(C)C)C)C(C)(C)C ((1R,3S)—N1-[(5Z)-4-butyl-2-tert-butylisothiazol-5(2H)-ylidene]-N3-isopropyl-1,2,2-trimethylcyclopentane-1,3-dicarboxamide). As a reaction SMILES: [CH2:1]([C:5]1=[CH:6][N:7]([C:24]([CH3:27])([CH3:26])[CH3:25])[S:8]/[C:9]/1=[N:10]\[C:11]([C@:13]1([CH3:23])[CH2:17][CH2:16][C@H:15]([C:18](O)=[O:19])[C:14]1([CH3:22])[CH3:21])=[O:12])[CH2:2][CH2:3][CH3:4].[CH:28]([NH2:31])([CH3:30])[CH3:29]>>[CH2:1]([C:5]1=[CH:6][N:7]([C:24]([CH3:26])([CH3:25])[CH3:27])[S:8]/[C:9]/1=[N:10]\[C:11]([C@:13]1([CH3:23])[CH2:17][CH2:16][C@H:15]([C:18]([NH:31][CH:28]([CH3:30])[CH3:29])=[O:19])[C:14]1([CH3:21])[CH3:22])=[O:12])[CH2:2][CH2:3][CH3:4]. Reported procedure: The product from Example 173 and isopropylamine (Aldrich) were processed using the method described in Example 178 to afford the title compound. 1H NMR (DMSO-d6) δ 0.48 (s, 3H), 0.90 (t, J=7.3 Hz, 3H), 1.02-1.05 (m, 6H), 1.19 (s, 3H), 1.23 (s, 3H), 1.26-1.44 (m, 3H), 1.56 (s, 9H), 1.56-1.67 (m, 3H), 1.95-2.08 (m, 1H), 2.60-2.67 (m, 3H), 2.72-2.82 (m, 1H), 3.80-3.92 (m, 1H), 7.39 (d J=7.4 Hz, 1H), 8.50 (s, 1H). (ESI+) m/z 436 (M+H)+. Anal. calcd. for C24H41N2O3S: C, 66.16; H, 9.49; N, 9.65. Found...